From a dataset of the Open Reaction Database (ORD), a public repository of structured organic reaction records. describe an organic reaction: reactants, conditions, products, and yield Reactants: BrC=1C=C(N)C=C(C1)C(F)(F)F (3-bromo-5-(trifluoromethyl)aniline), CC(CCC(C)=O)=O (hexane-2,5-dione). The reagents and catalysts are O.C1(=CC=C(C=C1)S(=O)(=O)O)C (p-toluenesulfonic acid monohydrate). Solvent: C1(=CC=CC=C1)C (toluene). Conditions: time 1 hour. Yields the product BrC=1C=C(C=C(C1)C(F)(F)F)N1C(=CC=C1C)C (1-[3-bromo-5-(trifluoromethyl)phenyl]-2,5-dimethyl-1H-pyrrole). Isolated yield 98.4%. RXN SMILES: [Br:1][C:2]1[CH:3]=[C:4]([CH:6]=[C:7]([C:9]([F:12])([F:11])[F:10])[CH:8]=1)[NH2:5].[CH3:13][C:14](=O)[CH2:15][CH2:16][C:17](=O)[CH3:18]>C1(C)C=CC=CC=1.O.C1(C)C=CC(S(O)(=O)=O)=CC=1>[Br:1][C:2]1[CH:3]=[C:4]([N:5]2[C:17]([CH3:18])=[CH:16][CH:15]=[C:14]2[CH3:13])[CH:6]=[C:7]([C:9]([F:10])([F:11])[F:12])[CH:8]=1 |f:3.4|. Procedure details: A solution of 3-bromo-5-(trifluoromethyl)aniline (14.00 g, 58 mmol), hexane-2,5-dione (7.05 mL, 60 mmol) and p-toluenesulfonic acid monohydrate (220 mg, 1.2 mmol) in toluene (250 mL) was heated under Dean-Stark conditions. After 1 h, the reaction mixture was concentrated. The residue was purified by column chromatography to give 1-[3-bromo-5-(trifluoromethyl)phenyl]-2,5-dimethyl-1H-pyrrole (18.15 g, 98%) as orange oil. LCMS: (FA) ES+ 318.1. The reactants are ClC1=C(C=CC(=C1)C1=CC=CC2=CC=CC=C12)C(=O)N1CC=2N(CC3=C1C=CC=C3)C(=CC2)C(=O)O (10-{[2-Chloro-4-(naphthalen-1-yl)phenyl]carbonyl}-10,11-dihydro-5H-pyrrolo[2,1-c][1,4]benzodiazepine-3-carboxylic acid), OCCN1CCNCC1 (1-(2-hydroxyethyl)-piperazine). Yields the product ClC1=C(C=CC(=C1)C1=CC=CC2=CC=CC=C12)C(=O)N1CC=2N(CC3=C1C=CC=C3)C(=CC2)C(=O)N2CCN(CC2)CCO (2-{4-[10-{[2-Chloro-4-(naphthalen-1-yl)phenyl]carbonyl}-(10,11-dihydro-5H-pyrrolo[2,1-c][1,4]benzodiazepin-3-yl)carbonyl]piperazine-1-yl}-1-hydroxy-ethane). RXN SMILES: [Cl:1][C:2]1[CH:7]=[C:6]([C:8]2[C:17]3[C:12](=[CH:13][CH:14]=[CH:15][CH:16]=3)[CH:11]=[CH:10][CH:9]=2)[CH:5]=[CH:4][C:3]=1[C:18]([N:20]1[C:26]2[CH:27]=[CH:28][CH:29]=[CH:30][C:25]=2[CH2:24][N:23]2[C:31]([C:34]([OH:36])=O)=[CH:32][CH:33]=[C:22]2[CH2:21]1)=[O:19].[OH:37][CH2:38][CH2:39][N:40]1[CH2:45][CH2:44][NH:43][CH2:42][CH2:41]1>>[Cl:1][C:2]1[CH:7]=[C:6]([C:8]2[C:17]3[C:12](=[CH:13][CH:14]=[CH:15][CH:16]=3)[CH:11]=[CH:10][CH:9]=2)[CH:5]=[CH:4][C:3]=1[C:18]([N:20]1[C:26]2[CH:25]=[CH:30][CH:29]=[CH:28][C:27]=2[CH2:24][N:23]2[C:31]([C:34]([N:43]3[CH2:44][CH2:45][N:40]([CH2:39][CH2:38][OH:37])[CH2:41][CH2:42]3)=[O:36])=[CH:32][CH:33]=[C:22]2[CH2:21]1)=[O:19]. Procedure details: The title compound was prepared from 10-{[2-chloro-4-(naphthalen-1-yl)phenyl]carbonyl}-10,11-dihydro-5H-pyrrolo[2,1-c][1,4]benzodiazepine-3-carboxylic acid of Step C and 1-(2-hydroxyethyl)-piperazine in the manner of Example 1, Step G.